From a dataset of the Open Reaction Database (ORD), a public repository of structured organic reaction records. describe an organic reaction: reactants, conditions, products, and yield The reactants are CCO, O=C1c2ccccc2C(=O)N1CCCOc1c(Cl)cc(OCC=C(Cl)Cl)cc1Cl, Cl, NN, O. Yields the product NCCCOc1c(Cl)cc(OCC=C(Cl)Cl)cc1Cl. RXN SMILES: [CH3:34][CH2:35][OH:36].[Cl:1][c:2]1[cH:3][c:4]([O:24][CH2:25][CH:26]=[C:27]([Cl:28])[Cl:29])[cH:5][c:6]([Cl:23])[c:7]1[O:8][CH2:9][CH2:10][CH2:11][N:12]1[C:13](=[O:14])[c:15]2[cH:16][cH:17][cH:18][cH:19][c:20]2[C:21]1=[O:22].[ClH:33].[NH2:31][NH2:32].[OH2:30]>>[Cl:1][c:2]1[cH:3][c:4]([O:24][CH2:25][CH:26]=[C:27]([Cl:28])[Cl:29])[cH:5][c:6]([Cl:23])[c:7]1[O:8][CH2:9][CH2:10][CH2:11][NH2:12]. The solvent is C1=CC=CC=C1 (benzene), C1(=CC=CC=C1)C (toluene). Yields the product ClC=1C=C(N[C@H]2[C@@H](CC3=CC=CC=C23)NC(=O)OCC)C=CC1Cl ((±) trans 1-(3,4-Dichloroanilino)-2-ethoxycarbonylaminoindane). RXN SMILES: [CH2:1]([O:3][C:4]1[O:5][C@H:6]2[C:15]3[C:10](=[CH:11][CH:12]=[CH:13][CH:14]=3)[CH2:9][C@H:7]2[N:8]=1)[CH3:2].[Cl:16][C:17]1[CH:18]=[C:19]([CH:21]=[CH:22][C:23]=1[Cl:24])[NH2:20].C1(C)C=CC(S(O)(=O)=O)=CC=1>C1(C)C=CC=CC=1.C1C=CC=CC=1>[Cl:16][C:17]1[CH:18]=[C:19]([CH:21]=[CH:22][C:23]=1[Cl:24])[NH:20][C@@H:6]1[C:15]2[C:10](=[CH:11][CH:12]=[CH:13][CH:14]=2)[CH2:9][C@H:7]1[NH:8][C:4]([O:3][CH2:1][CH3:2])=[O:5]. Procedure details: A solution of (±) cis-2-ethoxy-3a,8b-dihydro-4H-indeno[2,1-d]oxazole (1.0 g, 0.005 mol) in dry toluene (20 ml) was treated with 3,4-dichloroaniline (0.81 g, 0.005 mol) and a catalytic amount of p-toluenesulfonic acid (5 ml of an anhydrous 0.1M solution of p-toluenesulfonic acid in benzene). The mixture was heated under nitrogen at 60° C. for 3 h. The reaction was worked up as described in Preparation 5. Purification on a silica gel column using 1% ethanol in chloroform as eluant afforded the tit... Conditions: temperature 60 celsius. Starting materials: solution, C1(=CC=C(C=C1)S(=O)(=O)O)C (p-toluenesulfonic acid), C(C)OC=1O[C@@H]2[C@H](N1)CC1=CC=CC=C12 ((±) cis-2-ethoxy-3a,8b-dihydro-4H-indeno[2,1-d]oxazole), ClC=1C=C(N)C=CC1Cl (3,4-dichloroaniline), C1(=CC=C(C=C1)S(=O)(=O)O)C (p-toluenesulfonic acid). Yield: 72.8%. The reactants are C(#N)C=1C=C(C=CC1)B(O)O ((3-cyanophenyl)boronic acid), BrC1=C(N=C(S1)C(=O)OCC)C1=CC(=C(C=C1)F)C#N (Ethyl 5-bromo-4-(3-cyano-4-fluorophenyl)-1,3-thiazole-2-carboxylate), C([O-])(O)=O.[Na+] (sodium bicarbonate). The reagents and catalysts are C=1C=CC(=CC1)[P](C=2C=CC=CC2)(C=3C=CC=CC3)[Pd]([P](C=4C=CC=CC4)(C=5C=CC=CC5)C=6C=CC=CC6)([P](C=7C=CC=CC7)(C=8C=CC=CC8)C=9C=CC=CC9)[P](C=1C=CC=CC1)(C=1C=CC=CC1)C=1C=CC=CC1 (tetrakis(triphenylphosphine)palladium). Solvent: COCCOC (DME), O (water). The product is C(#N)C=1C=C(C=CC1F)C=1N=C(SC1C1=CC(=CC=C1)C#N)C(=O)O (4-(3-Cyano-4-fluorophenyl)-5-(3-cyanophenyl)-1,3-thiazole-2-carboxylic acid). RXN SMILES: [C:1]([C:3]1[CH:4]=[C:5](B(O)O)[CH:6]=[CH:7][CH:8]=1)#[N:2].Br[C:13]1[S:17][C:16]([C:18]([O:20]CC)=[O:19])=[N:15][C:14]=1[C:23]1[CH:28]=[CH:27][C:26]([F:29])=[C:25]([C:30]#[N:31])[CH:24]=1.C(=O)(O)[O-].[Na+]>COCCOC.O.C1C=CC([P]([Pd]([P](C2C=CC=CC=2)(C2C=CC=CC=2)C2C=CC=CC=2)([P](C2C=CC=CC=2)(C2C=CC=CC=2)C2C=CC=CC=2)[P](C2C=CC=CC=2)(C2C=CC=CC=2)C2C=CC=CC=2)(C2C=CC=CC=2)C2C=CC=CC=2)=CC=1>[C:30]([C:25]1[CH:24]=[C:23]([C:14]2[N:15]=[C:16]([C:18]([OH:20])=[O:19])[S:17][C:13]=2[C:7]2[CH:6]=[CH:5][CH:4]=[C:3]([C:1]#[N:2])[CH:8]=2)[CH:28]=[CH:27][C:26]=1[F:29])#[N:31] |f:2.3,^1:47,49,68,87|. Reported procedure: At room temperature, 217 mg (1.48 mmol) of (3-cyanophenyl)boronic acid are added to 350 mg (0.985 mmol) of the compound from Example 29A and 56.9 mg (0.049 mmol) of tetrakis(triphenylphosphine)palladium in 26 ml of DME. 252 mg (3.01 mmol) of sodium bicarbonate in 11 ml of water are subsequently added, and the mixture is stirred under reflux for 2 h. The reaction solution is subsequently concentrated under reduced pressure and the residue is taken up in ethyl acetate and washed with a saturated a...